From a dataset of the Open Reaction Database (ORD), a public repository of structured organic reaction records. describe an organic reaction: reactants, conditions, products, and yield Reactants: C(C1=CC=CC=C1)N1CCNC(CC1)=S (1-Benzyl-1,4-diazepane-5-thione), NN (hydrazine). Run in CC(C)O (2-propanol), C1CCOC1 (THF). Conditions: time 8 hour. Product: C(C1=CC=CC=C1)N1CCN\C(\CC1)=N/N ((5Z)-1-Benzyl-1,4-diazepan-5-one hydrazone). RXN SMILES: [CH2:1]([N:8]1[CH2:14][CH2:13][C:12](=S)[NH:11][CH2:10][CH2:9]1)[C:2]1[CH:7]=[CH:6][CH:5]=[CH:4][CH:3]=1.[NH2:16][NH2:17]>CC(O)C.C1COCC1>[CH2:1]([N:8]1[CH2:14][CH2:13]/[C:12](=[N:16]/[NH2:17])/[NH:11][CH2:10][CH2:9]1)[C:2]1[CH:7]=[CH:6][CH:5]=[CH:4][CH:3]=1. Procedure: To a solution of the compound from Step A (1.00 g, 4.54 mmol) in 2-propanol (8.0 mL) and THF (20 mL), hydrazine (0.68 g, 21.7 mmol) was added. The mixture was stirred at room temperature overnight. The crude product was concentrated, and the residue purified by preparative TLC (silcia gel, 1:9 10% ammonium hydroxide in methanol:dichloromethane) to yield the desired compound. The reactants are [Al+3], [Br-], COc1ccc(C(=O)CCc2ccc([N+](=O)[O-])cc2)cc1, [Cl-], [Cl-], [Cl-]. The product is COc1ccc(C(=O)C(Br)Cc2ccc([N+](=O)[O-])cc2)cc1. As a reaction SMILES: [Al+3:24].[Br-:22].[CH3:1][O:2][c:3]1[cH:4][cH:5][c:6]([C:9]([CH2:10][CH2:11][c:12]2[cH:13][cH:14][c:15]([N+:18](=[O:19])[O-:20])[cH:16][cH:17]2)=[O:21])[cH:7][cH:8]1.[Cl-:23].[Cl-:25].[Cl-:26]>>[CH3:1][O:2][c:3]1[cH:4][cH:5][c:6]([C:9]([CH:10]([CH2:11][c:12]2[cH:13][cH:14][c:15]([N+:18](=[O:19])[O-:20])[cH:16][cH:17]2)[Br:22])=[O:21])[cH:7][cH:8]1. Reactants: FC(CO)F (2,2-difluoroethanol), CC(C)(C)[O-].[K+] (KOtBu), FC1=C(C(=O)OCC)C=C(C=C1)[N+](=O)[O-] (ethyl 2-fluoro-5-nitrobenzoate), FC(CO)F (2,2-difluoroethanol), CC(C)(C)[O-].[K+] (KOtBu). The solvent is O (H2O), C1CCOC1 (THF). Reaction conditions: time 5 minute. The product is FC(COC1=C(C(=O)OCC)C=C(C=C1)[N+](=O)[O-])F (Ethyl 2-(2,2-Difluoroethyl)oxy-5-nitro-benzoate). Reaction SMILES: [F:1][CH:2]([F:5])[CH2:3][OH:4].CC([O-])(C)C.[K+].F[C:13]1[CH:23]=[CH:22][C:21]([N+:24]([O-:26])=[O:25])=[CH:20][C:14]=1[C:15]([O:17][CH2:18][CH3:19])=[O:16]>C1COCC1.O>[F:1][CH:2]([F:5])[CH2:3][O:4][C:13]1[CH:23]=[CH:22][C:21]([N+:24]([O-:26])=[O:25])=[CH:20][C:14]=1[C:15]([O:17][CH2:18][CH3:19])=[O:16] |f:1.2|. Procedure details: A mixture of 2,2-difluoroethanol (0.178 mL, 2.82 mmol) and KOtBu (0.319 g, 2.70 mmol) in 10 mL THF was stirred for 5 min, then ethyl 2-fluoro-5-nitrobenzoate (0.500 g, 2.35 mmol) was added and it was stirred at rt overnight. Additional 60 μL 2,2-difluoroethanol and 110 mg KOtBu were added and it was stirred for 2 h. The mixture was diluted with H2O, concentrated i.vac. and extracted 2× with EtOAc. The combined organic layers were dried with Na2SO4 and concentrated to furnish the subtitle compoun... The reactants are CC(=O)Cl, NC1CCCC1O. The product is CC(=O)NC1CCCC1O. As a reaction SMILES: [CH3:8][C:9]([Cl:10])=[O:11].[NH2:1][CH:2]1[CH:3]([OH:7])[CH2:4][CH2:5][CH2:6]1>>[NH:1]([CH:2]1[CH:3]([OH:7])[CH2:4][CH2:5][CH2:6]1)[C:9]([CH3:8])=[O:11]. Reactants: ClC(Cl)Cl, [K+], [K+], N#CBr, O=C([O-])[O-], CCC1CC(=O)C2Oc3c(OC)ccc4c3C23CCN(C)C(C4)C13. The product is CCC1CC(=O)C2Oc3c(OC)ccc4c3C23CCN(C#N)C(C4)C13. RXN SMILES: [CH:34]([Cl:35])([Cl:36])[Cl:37].[K+:25].[K+:26].[N:31]#[C:32][Br:33].[O-:27][C:28]([O-:29])=[O:30].[O:1]1[c:2]2[c:3]([O:23][CH3:24])[cH:4][cH:5][c:6]3[c:15]2[C:14]24[CH:9]([CH:8]([CH2:7]3)[N:18]([CH3:19])[CH2:17][CH2:16]2)[CH:10]([CH2:21][CH3:22])[CH2:11][C:12](=[O:20])[CH:13]14>>[O:1]1[c:2]2[c:3]([O:23][CH3:24])[cH:4][cH:5][c:6]3[c:15]2[C:14]24[CH:9]([CH:8]([CH2:7]3)[N:18]([C:19]#[N:31])[CH2:17][CH2:16]2)[CH:10]([CH2:21][CH3:22])[CH2:11][C:12](=[O:20])[CH:13]14.